From a dataset of the Open Reaction Database (ORD), a public repository of structured organic reaction records. describe an organic reaction: reactants, conditions, products, and yield Reactants: C(C)(=O)NC=1C=C(OC)C=CC1 (N-acetyl-m-anisidine), C(CCCC)(=O)Cl (valeric acid chloride), [Cl-].[Al+3].[Cl-].[Cl-] (aluminum chloride). The solvent is ice water, C(Cl)Cl (methylene chloride). Conditions: temperature 0 celsius. Product: C(C)(=O)NC=1C=CC(=C(C1)O)C(CCCC)=O (5-acetamido-2-valeryl phenol). As a reaction SMILES: [C:1]([NH:4][C:5]1[CH:6]=[C:7]([CH:10]=[CH:11][CH:12]=1)[O:8]C)(=[O:3])[CH3:2].[C:13](Cl)(=[O:18])[CH2:14][CH2:15][CH2:16][CH3:17].[Cl-].[Al+3].[Cl-].[Cl-]>C(Cl)Cl>[C:1]([NH:4][C:5]1[CH:12]=[CH:11][C:10]([C:13](=[O:18])[CH2:14][CH2:15][CH2:16][CH3:17])=[C:7]([OH:8])[CH:6]=1)(=[O:3])[CH3:2] |f:2.3.4.5|. Procedure details: The mixture consisting of 49.5 g of N-acetyl-m-anisidine, 72.3 cc of valeric acid chloride and 200 cc of methylene chloride is cooled to 0° C. 120 g of aluminum chloride are added little by little. The reaction mixture is refluxed for 2 hours with stirring, cooled, then poured in ice water. The resulting oily product is extracted with chloroform. The chloroform phase in turn is extracted with 2N sodium hydroxide solution which is then acidified. Thus, 24 g of 5-acetamido-2-valeryl phenol (MP 113... Starting materials: C(CCCCCCCCCCC)OC=1C=C(C=CC1OCCCCCCCCCCCC)C1(SCCCS1)C(O)C1=CC=C(C=C1)I ([2-(3,4-bis-dodecyloxy-phenyl)-[1,3]dithian-2-yl]-(4-iodo-phenyl)-methanol), C1CC(=O)N(C1=O)Br (NBS), [O-]S(=O)[O-].[Na+].[Na+] (Na2SO3), C(Cl)Cl (CH2Cl2). The solvent is CC(=O)C (acetone), O.CC(=O)C (water acetone). Reaction conditions: temperature 12.5 celsius, time 30 minute. The product is C(CCCCCCCCCCC)OC=1C=C(C=CC1OCCCCCCCCCCCC)C(C(=O)C1=CC=C(C=C1)I)=O (1-(3,4-Bis-dodecyloxy-phenyl)-2-(4-iodo-phenyl)-ethane-1,2-dione). Yield: 25.3%. Reaction SMILES: [CH2:1]([O:13][C:14]1[CH:15]=[C:16]([C:33]2([CH:39]([C:41]3[CH:46]=[CH:45][C:44]([I:47])=[CH:43][CH:42]=3)[OH:40])SCCCS2)[CH:17]=[CH:18][C:19]=1[O:20][CH2:21][CH2:22][CH2:23][CH2:24][CH2:25][CH2:26][CH2:27][CH2:28][CH2:29][CH2:30][CH2:31][CH3:32])[CH2:2][CH2:3][CH2:4][CH2:5][CH2:6][CH2:7][CH2:8][CH2:9][CH2:10][CH2:11][CH3:12].C1C(=O)N(Br)C(=[O:51])C1.[O-]S([O-])=O.[Na+].[Na+].C(Cl)Cl>CC(C)=O.O.CC(C)=O>[CH2:1]([O:13][C:14]1[CH:15]=[C:16]([C:33](=[O:51])[C:39]([C:41]2[CH:46]=[CH:45][C:44]([I:47])=[CH:43][CH:42]=2)=[O:40])[CH:17]=[CH:18][C:19]=1[O:20][CH2:21][CH2:22][CH2:23][CH2:24][CH2:25][CH2:26][CH2:27][CH2:28][CH2:29][CH2:30][CH2:31][CH3:32])[CH2:2][CH2:3][CH2:4][CH2:5][CH2:6][CH2:7][CH2:8][CH2:9][CH2:10][CH2:11][CH3:12] |f:2.3.4,7.8|. Reported procedure: A solution of [2-(3,4-bis-dodecyloxy-phenyl)-[1,3]dithian-2-yl]-(4-iodo-phenyl)-methanol (JYC-II-020-A) (8.2 g, 10.3 mmol) in 400 mL of acetone was added dropwise to a solution of NBS (31.86 g, 17.9 mmol) in 3% water/acetone (v/v) at 0° C. The reaction mixture was stirred at 0-25° C. for 30 min. It was then poured into a saturated aqueous Na2SO3 solution (400 mL) and CH2Cl2 (400 mL) mixture. The resulting mixture was stirred at room temperature for additional 10 min. The organic layer was washed... Reactants: CC=1C(=C(C=CC1)N)N (3-Methyl-1,2-phenylenediamine), C1=C(C=CC2=CC=CC=C12)C1CC(=O)OC(C1)=O (3-(2-naphthyl)glutaric anhydride), ClCCl (dichloromethane). Reaction conditions: time 1 hour. Yields the product Cl.CC1=CC=CC=2N=C(NC21)CC(CC(=O)O)C2=CC1=CC=CC=C1C=C2 (4-(4-methyl-2-benzimidazolyl)-3-(2-naphthyl)butanoic acid HCl). RXN SMILES: [CH3:1][C:2]1[C:3]([NH2:9])=[C:4]([NH2:8])[CH:5]=[CH:6][CH:7]=1.[CH:10]1[C:19]2[C:14](=[CH:15][CH:16]=[CH:17][CH:18]=2)[CH:13]=[CH:12][C:11]=1[CH:20]1[CH2:26][C:25](=O)[O:24][C:22](=[O:23])[CH2:21]1.[Cl:28]CCl>>[ClH:28].[CH3:1][C:2]1[C:3]2[NH:9][C:25]([CH2:26][CH:20]([C:11]3[CH:12]=[CH:13][C:14]4[C:19](=[CH:18][CH:17]=[CH:16][CH:15]=4)[CH:10]=3)[CH2:21][C:22]([OH:24])=[O:23])=[N:8][C:4]=2[CH:5]=[CH:6][CH:7]=1 |f:3.4|. Procedure: 3-Methyl-1,2-phenylenediamine (61 mg) and 3-(2-naphthyl)glutaric anhydride (120 mg) were dissolved in dichloromethane (2 ml) with heating. The solution was stirred at rt for 1 h. The solvent was removed and the residue was dissolved in 1,4-dioxane (1 ml) with heating. 4M HCl in 1,4-dioxane (1 ml) was added and the solution was heated to reflux for 1 h. The precipitate formed was isolated by suction filtration, washed with 1,4-dioxane, and dried to give 4-(4-methyl-2-benzimidazolyl)-3-(2-naphthyl... The reactants are C(#N)C1=CC=C(CN(C(C=C2OC(OC2=O)(C)C)=O)OC)C=C1 (N-(4-Cyanobenzyl)-2-(2,2-dimethyl-5-oxo-[1,3]-dioxolan-4-ylidene)-N-methoxy-acetamide). Run in CO (methanol). Product: COC(C(=CC(N(OC)CC1=CC=C(C=C1)C#N)=O)O)=O (3-[(4-Cyano-benzyl)-methoxy-carbamoyl]-2-hydroxy-acrylic acid methyl ester). Isolated yield 52.0%. As a reaction SMILES: [C:1]([C:3]1[CH:23]=[CH:22][C:6]([CH2:7][N:8]([O:20][CH3:21])[C:9](=[O:19])[CH:10]=[C:11]2[C:15](=[O:16])[O:14][C:13](C)(C)[O:12]2)=[CH:5][CH:4]=1)#[N:2]>CO>[CH3:13][O:14][C:15](=[O:16])[C:11]([OH:12])=[CH:10][C:9](=[O:19])[N:8]([CH2:7][C:6]1[CH:5]=[CH:4][C:3]([C:1]#[N:2])=[CH:23][CH:22]=1)[O:20][CH3:21]. Reported procedure: N-(4-Cyanobenzyl)-2-(2,2-dimethyl-5-oxo-[1,3]-dioxolan-4-ylidene)-N-methoxy-acetamide was treated with methanol as described in the preparation of Compound 44-D gave the title ester as white crystals (52% yield); mp 110° C. 1HNMR 400 MHz (CDCl3) δ (ppm): 3.73 (3H, s, OCH3), 3.90 (3H, s, OCH3), 4.88 (2H, s, NCH2), 6.47 (1H, s, CH), 7.43 (2H, d, J=8.6 Hz, aromatics), 7.64 (2H, d, J=8.6 Hz, aromatics). Anal. calcd for C14H14N2O5: C, 57.93; H, 4.86; N, 9.65. Found: C, 57.87; H, 4.80; N, 9.67. The reactants are CO, Cl, CC(C)(C)OC(=O)N1CCC(N2CCN(CCF)CC2)CC1. The product is FCCN1CCN(C2CCNCC2)CC1. As a reaction SMILES: [CH3:23][OH:24].[ClH:25].[F:1][CH2:2][CH2:3][N:4]1[CH2:5][CH2:6][N:7]([CH:10]2[CH2:11][CH2:12][N:13]([C:16]([O:17][C:18]([CH3:19])([CH3:20])[CH3:21])=[O:22])[CH2:14][CH2:15]2)[CH2:8][CH2:9]1>>[F:1][CH2:2][CH2:3][N:4]1[CH2:5][CH2:6][N:7]([CH:10]2[CH2:11][CH2:12][NH:13][CH2:14][CH2:15]2)[CH2:8][CH2:9]1. Starting materials: IC (iodomethane), C([O-])([O-])=O.[K+].[K+] (potassium carbonate), OC1=CC=C2CCCC(C2=C1CC=C)=O (3,4-dihydro-7-hydroxy-8-(2-propenyl)-1(2H)-naphthalenone). Solvent: CC(=O)C (acetone). Run at temperature 70 celsius, time 1.5 hour. The product is COC1=CC=C2CCCC(C2=C1CC=C)=O (3,4-Dihydro-7-methoxy-8-(2-propenyl)-1(2H)-naphthalenone). RXN SMILES: [OH:1][C:2]1[C:11]([CH2:12][CH:13]=[CH2:14])=[C:10]2[C:5]([CH2:6][CH2:7][CH2:8][C:9]2=[O:15])=[CH:4][CH:3]=1.IC.[C:18](=O)([O-])[O-].[K+].[K+]>CC(C)=O>[CH3:18][O:1][C:2]1[C:11]([CH2:12][CH:13]=[CH2:14])=[C:10]2[C:5]([CH2:6][CH2:7][CH2:8][C:9]2=[O:15])=[CH:4][CH:3]=1 |f:2.3.4|. Reported procedure: 160 mg of 3,4-dihydro-7-hydroxy-8-(2-propenyl)-1(2H)-naphthalenone (CAS No. 122076-30-6), 140 mg of iodomethane, and 400 mg of potassium carbonate were dissolved in 15 ml of acetone. The reaction solution was then stirred at 70° C. for 1.5 hours. The mixture was filtered and then washed with acetone. The organic layer was then concentrated under a reduced pressure. The residue was purified by silica gel column chromatography, so that 140 mg of the subject compound was obtained from an ethyl acet...